This data is from the Open Reaction Database (ORD), a public repository of structured organic reaction records. The task is: describe an organic reaction: reactants, conditions, products, and yield Starting materials: ClC=1C=CC2=C(C(=NCC(N2)=S)C2=C(C=CC=C2)Cl)C1 (1,3-dihydro-7-chloro-5-(o-chlorophenyl)-2H-1,4-benzodiazepine-2-thione), COCC(=O)NN (methoxyacetic acid hydrazide). The solvent is C(CCC)O (n-butyl alcohol). Yields the product ClC=1C=CC2=C(C(=NCC=3N2C(=NN3)COC)C3=C(C=CC=C3)Cl)C1 (8-chloro-1-(methoxymethyl)-6-(o-chlorophenyl)-4H-s-triazolo[4,3-a][1,4]benzodiazepine). As a reaction SMILES: [Cl:1][C:2]1[CH:3]=[CH:4][C:5]2[NH:11][C:10](=S)[CH2:9][N:8]=[C:7]([C:13]3[CH:18]=[CH:17][CH:16]=[CH:15][C:14]=3[Cl:19])[C:6]=2[CH:20]=1.[CH3:21][O:22][CH2:23][C:24]([NH:26][NH2:27])=O>C(O)CCC>[Cl:1][C:2]1[CH:3]=[CH:4][C:5]2[N:11]3[C:24]([CH2:23][O:22][CH3:21])=[N:26][N:27]=[C:10]3[CH2:9][N:8]=[C:7]([C:13]3[CH:18]=[CH:17][CH:16]=[CH:15][C:14]=3[Cl:19])[C:6]=2[CH:20]=1. Reported procedure: In the manner given in Example 1, a solution of 1,3-dihydro-7-chloro-5-(o-chlorophenyl)-2H-1,4-benzodiazepine-2-thione in n-butyl alcohol was heated to reflux with methoxyacetic acid hydrazide to give 8-chloro-1-(methoxymethyl)-6-(o-chlorophenyl)-4H-s-triazolo[4,3-a][1,4]benzodiazepine. The reactants are O=C([O-])[O-], COC(=O)CCCBr, CN(C)C=O, Clc1ccc(Oc2ccc(OC3CCNC3)cc2)cc1, [K+], [K+]. Product: COC(=O)CCCN1CCC(Oc2ccc(Oc3ccc(Cl)cc3)cc2)C1. As a reaction SMILES: [C:29](=[O:30])([O-:31])[O-:32].[CH3:21][O:22][C:23]([CH2:24][CH2:25][CH2:26][Br:27])=[O:28].[CH3:35][N:36]([CH3:37])[CH:38]=[O:39].[Cl:1][c:2]1[cH:3][cH:4][c:5]([O:6][c:7]2[cH:8][cH:9][c:10]([O:11][CH:12]3[CH2:13][NH:14][CH2:15][CH2:16]3)[cH:17][cH:18]2)[cH:19][cH:20]1.[K+:33].[K+:34]>>[Cl:1][c:2]1[cH:3][cH:4][c:5]([O:6][c:7]2[cH:8][cH:9][c:10]([O:11][CH:12]3[CH2:13][N:14]([CH2:26][CH2:25][CH2:24][C:23]([O:22][CH3:21])=[O:28])[CH2:15][CH2:16]3)[cH:17][cH:18]2)[cH:19][cH:20]1. The reactants are NC1=C(C=C(C=C1C)C(CS(=O)(=O)C)=O)C (4'-amino-3',5'-dimethyl-2-(methylsulfonyl)-acetophenone), [BH4-].[Na+] (sodium borohydride), alcohol. Product: NC1=C(C=C(C(CS(=O)(=O)C)O)C=C1C)C (4-amino-3,5-dimethyl-α-[(methylsulfonyl)-methyl]-benzyl alcohol). RXN SMILES: [NH2:1][C:2]1[C:7]([CH3:8])=[CH:6][C:5]([C:9](=[O:15])[CH2:10][S:11]([CH3:14])(=[O:13])=[O:12])=[CH:4][C:3]=1[CH3:16].[BH4-].[Na+]>>[NH2:1][C:2]1[C:7]([CH3:8])=[CH:6][C:5]([CH:9]([OH:15])[CH2:10][S:11]([CH3:14])(=[O:13])=[O:12])=[CH:4][C:3]=1[CH3:16] |f:1.2|. Procedure: A suspension of 16.5 g. of 4'-amino-3',5'-dimethyl-2-(methylsulfonyl)-acetophenone and 10.6 g. of sodium borohydride in 500 ml. of alcohol was stirred at room temperature for 20 hours, resulting in a solution. After the addition of 500 ml. of water, the alcohol was evaporated under vacuum and the mixture was extracted with two 1 liter portions of ethyl acetate. The ethyl acetate extract was washed with two 500 ml. portions of water, dried over magnesium sulfate and evaporated under vacuum. After... Starting materials: CN1C=C(C2=CC=CC=C12)C=1C(NC(C1C1=CC(=CC=C1)N)=O)=O (3-(1-methylindol-3-yl)-4-(3-aminophenyl)-1H-pyrrole-2,5-dione), N1C(=NC=C1)C=O (imidazole-2-carboxaldehyde), [BH3-]C#N.[Na+] (NaCNBH3). Run in CO (MeOH). Run at time 15 minute. Yields the product CN1C=C(C2=CC=CC=C12)C=1C(NC(C1C1=CC(=CC=C1)NCC=1NC=CN1)=O)=O (3-(1-methylindol-3-yl)-4-[3-(imidazol-2-ylmethylamino)phenyl]-1H-pyrrole-2,5-dione). Yield: 19.5%. RXN SMILES: [CH3:1][N:2]1[C:10]2[C:5](=[CH:6][CH:7]=[CH:8][CH:9]=2)[C:4]([C:11]2[C:12](=[O:24])[NH:13][C:14](=[O:23])[C:15]=2[C:16]2[CH:21]=[CH:20][CH:19]=[C:18]([NH2:22])[CH:17]=2)=[CH:3]1.[NH:25]1[CH:29]=[CH:28][N:27]=[C:26]1[CH:30]=O.[BH3-]C#N.[Na+]>CO>[CH3:1][N:2]1[C:10]2[C:5](=[CH:6][CH:7]=[CH:8][CH:9]=2)[C:4]([C:11]2[C:12](=[O:24])[NH:13][C:14](=[O:23])[C:15]=2[C:16]2[CH:21]=[CH:20][CH:19]=[C:18]([NH:22][CH2:30][C:26]3[NH:25][CH:29]=[CH:28][N:27]=3)[CH:17]=2)=[CH:3]1 |f:2.3|. Reported procedure: A mixture of 3-(1-methylindol-3-yl)-4-(3-aminophenyl)-1H-pyrrole-2,5-dione (100 mg, 0.32 mmol) and imidazole-2-carboxaldehyde (40 mg, 0.42 mmol) in MeOH (8 mL) was stirred for 15 min., and then NaCNBH3 (40.2 mg, 0.64 mmol) was added. After stirring the reaction mixture overnight the volatiles were removed under vacuo and the residue was purified by preparatory TLC (3% MeOH/CH2Cl2) to afford 3-(1-methylindol-3-yl)-4-[3-(imidazol-2-ylmethylamino)phenyl]-1H-pyrrole-2,5-dione (24.8 mg, 20 %). LC/MS:... The reactants are BrC1=NC=C(C=C1N)Br (2,5-dibromopyridin-3-amine), COC1=CC=C(C=C1)B(O)O (4-methoxyphenylboronic acid), C([O-])([O-])=O.[Na+].[Na+] (sodium carbonate). Reagents/catalysts: Cl[Pd]([P](C1=CC=CC=C1)(C2=CC=CC=C2)C3=CC=CC=C3)([P](C4=CC=CC=C4)(C5=CC=CC=C5)C6=CC=CC=C6)Cl (trans-dichlorobis(triphenylphosphine)palladium). The solvent is O1CCOCC1 (1,4-dioxane), O (water). Reaction conditions: temperature 90 celsius, time 19 hour. Product: BrC=1C=C(C(=NC1)C1=CC=C(C=C1)OC)N (5-bromo-2-(4-methoxyphenyl)pyridin-3-amine). As a reaction SMILES: Br[C:2]1[C:7]([NH2:8])=[CH:6][C:5]([Br:9])=[CH:4][N:3]=1.[CH3:10][O:11][C:12]1[CH:17]=[CH:16][C:15](B(O)O)=[CH:14][CH:13]=1.C(=O)([O-])[O-].[Na+].[Na+]>O1CCOCC1.O.Cl[Pd](Cl)([P](C1C=CC=CC=1)(C1C=CC=CC=1)C1C=CC=CC=1)[P](C1C=CC=CC=1)(C1C=CC=CC=1)C1C=CC=CC=1>[Br:9][C:5]1[CH:6]=[C:7]([NH2:8])[C:2]([C:15]2[CH:16]=[CH:17][C:12]([O:11][CH3:10])=[CH:13][CH:14]=2)=[N:3][CH:4]=1 |f:2.3.4,^1:36,55|. Procedure details: A stirred mixture of 2,5-dibromopyridin-3-amine (860 mg, 3.41 mmol), 4-methoxyphenylboronic acid (519 mg, 3.41 mmol), trans-dichlorobis(triphenylphosphine)palladium (II) (120.5 mg, 0.17 mmol), and 2.0M sodium carbonate (5.1 mL, 10.2 mmol) in 1,4-dioxane (15 mL) was heated to 90° C. After 19 h, the reaction was cooled to rt then diluted with water. After extraction with EtOAc, the organic extraction was dried over anhydrous sodium sulfate. After filtration and concentration, the residue was purif...